This data is from the Open Reaction Database (ORD), a public repository of structured organic reaction records. The task is: describe an organic reaction: reactants, conditions, products, and yield Reported procedure: 3-Methoxycaprolactam was prepared from 3-chlorocaprolactam (prepared as described in Francis, et al. J. Am. Chem. Soc. 1958, 80, 6238) and sodium methoxide according to the method of Kondelikova, et al. (Collect. Czech. Chem. Commun. 1971, 36(9), 3391). The desired product N-benzoyl-3-methoxycaprolactam is synthesized as for N-benzoyl-3-oxomorpholine (Example I) using 3 -methoxycaprolactam in place of morpholin-3-one. Product: COC1CC(=O)NCCC1 (3-Methoxycaprolactam), C(C1=CC=CC=C1)(=O)N1C(CC(CCC1)OC)=O (N-benzoyl-3-methoxycaprolactam). Reaction SMILES: ClC1CCCNC(=O)C1.C[O-].[Na+].[C:13]([N:21]1[CH2:26][CH2:25]O[CH2:23][C:22]1=[O:27])(=[O:20])[C:14]1[CH:19]=[CH:18][CH:17]=[CH:16][CH:15]=1.[CH3:28][O:29][CH:30]1[CH2:37][CH2:36][CH2:35][NH:34][C:32](=[O:33])[CH2:31]1>>[CH3:28][O:29][CH:30]1[CH2:37][CH2:36][CH2:35][NH:34][C:32](=[O:33])[CH2:31]1.[C:13]([N:21]1[CH2:26][CH2:25][CH2:31][CH:30]([O:29][CH3:28])[CH2:23][C:22]1=[O:27])(=[O:20])[C:14]1[CH:15]=[CH:16][CH:17]=[CH:18][CH:19]=1 |f:1.2|. Starting materials: COC1CC(=O)NCCC1 (3 -methoxycaprolactam), ClC1CC(=O)NCCC1 (3-chlorocaprolactam), C[O-].[Na+] (sodium methoxide), C(C1=CC=CC=C1)(=O)N1C(COCC1)=O (N-benzoyl-3-oxomorpholine). Reactants: COC1=CC=C(C2=CC=CC=C12)S(=O)(=O)Cl (4-methoxy-1-naphthalenesulfonyl chloride), C12CNCC(CC1)CC2 (3-azabicyclo[3.2.2]nonane), CCN(C(C)C)C(C)C (DIEA). The product is COC1=CC=C(C2=CC=CC=C12)S(=O)(=O)N1CC2CCC(C1)CC2 (3-(4-Methoxy-1-naphthylsulfonyl)-3-azabicyclo[3.2.2]nonane). As a reaction SMILES: [CH3:1][O:2][C:3]1[C:12]2[C:7](=[CH:8][CH:9]=[CH:10][CH:11]=2)[C:6]([S:13](Cl)(=[O:15])=[O:14])=[CH:5][CH:4]=1.[CH:17]12[CH2:25][CH2:24][CH:21]([CH2:22][CH2:23]1)[CH2:20][NH:19][CH2:18]2.CCN(C(C)C)C(C)C>>[CH3:1][O:2][C:3]1[C:12]2[C:7](=[CH:8][CH:9]=[CH:10][CH:11]=2)[C:6]([S:13]([N:19]2[CH2:20][CH:21]3[CH2:24][CH2:25][CH:17]([CH2:23][CH2:22]3)[CH2:18]2)(=[O:15])=[O:14])=[CH:5][CH:4]=1. Procedure details: The title compound was prepared by reacting 4-methoxy-1-naphthalenesulfonyl chloride (0.25 g) with 3-azabicyclo[3.2.2]nonane (0.12 g) in the presence of DIEA (0.16 g) using a procedure similar to that used in Example 5. Yield: 0.24 g, mp 167.7°-169.5° C. (soften 166.1° C.). Reactants: CCCCCCCCCC=CC=CC=CC=CC=CC(=O)O, CC(C)=CCCC(C)=CCCC(C)=CCCC(C)=CCO, CCCCCC, CCCCCC(C)C. Yields the product CCCCCCCCCC=CC=CC=CC=CC=CC(=O)OCC=C(C)CCC=C(C)CCC=C(C)CCC=C(C)C. As a reaction SMILES: [C:22]([CH:23]=[CH:24][CH:25]=[CH:26][CH:27]=[CH:28][CH:29]=[CH:30][CH:31]=[CH:32][CH2:33][CH2:34][CH2:35][CH2:36][CH2:37][CH2:38][CH2:39][CH2:40][CH3:41])(=[O:42])[OH:43].[CH2:1]([CH:2]=[C:3]([CH3:4])[CH2:5][CH2:6][CH:7]=[C:8]([CH3:9])[CH3:10])[CH2:11][C:12]([CH3:13])=[CH:14][CH2:15][CH2:16][C:17]([CH3:18])=[CH:19][CH2:20][OH:21].[CH3:44][CH2:45][CH2:46][CH2:47][CH2:48][CH3:49].[CH3:50][CH2:51][CH2:52][CH2:53][CH2:54][CH:55]([CH3:56])[CH3:57]>>[CH2:1]([CH:2]=[C:3]([CH3:4])[CH2:5][CH2:6][CH:7]=[C:8]([CH3:9])[CH3:10])[CH2:11][C:12]([CH3:13])=[CH:14][CH2:15][CH2:16][C:17]([CH3:18])=[CH:19][CH2:20][O:21][C:22]([CH:23]=[CH:24][CH:25]=[CH:26][CH:27]=[CH:28][CH:29]=[CH:30][CH:31]=[CH:32][CH2:33][CH2:34][CH2:35][CH2:36][CH2:37][CH2:38][CH2:39][CH2:40][CH3:41])=[O:42]. Reactants: C(CC)N(CCCCC1C(C2=CC=C(C=C2C1)CN1C(C2=CC=CC=C2C1=O)=O)OCOC)CCC (2-[2-(4-dipropylaminobutyl)-1-methoxymethoxy-indan-5-ylmethyl]-isoindole-1,3-dione), Cl.CO (hydrogen chloride methanol). Run in CO (methanol). Reaction conditions: time 16 hour. Product: C(CC)N(CCCCC1C(C2=CC=C(C=C2C1)CN1C(C2=CC=CC=C2C1=O)=O)OC)CCC (2-[2-(4-dipropylamino-butyl)-1-methoxy-indan-5-ylmethyl]-isoindole-1,3-dione). Yield: 40.1%. As a reaction SMILES: [CH2:1]([N:4]([CH2:34][CH2:35][CH3:36])[CH2:5][CH2:6][CH2:7][CH2:8][CH:9]1[CH2:17][C:16]2[C:11](=[CH:12][CH:13]=[C:14]([CH2:18][N:19]3[C:27](=[O:28])[C:26]4[C:21](=[CH:22][CH:23]=[CH:24][CH:25]=4)[C:20]3=[O:29])[CH:15]=2)[CH:10]1[O:30][CH2:31]OC)[CH2:2][CH3:3].Cl.CO>CO>[CH2:34]([N:4]([CH2:1][CH2:2][CH3:3])[CH2:5][CH2:6][CH2:7][CH2:8][CH:9]1[CH2:17][C:16]2[C:11](=[CH:12][CH:13]=[C:14]([CH2:18][N:19]3[C:20](=[O:29])[C:21]4[C:26](=[CH:25][CH:24]=[CH:23][CH:22]=4)[C:27]3=[O:28])[CH:15]=2)[CH:10]1[O:30][CH3:31])[CH2:35][CH3:36] |f:1.2|. Procedure: The compound (253.9 mg) obtained in Example 127-11 was dissolved in methanol (10.2 ml), added with a 10% hydrogen chloride/methanol solution (5.08 ml), and stirred for 16 hours at room temperature. Then, the reaction solution was concentrated under reduced pressure and dried under vacuum. The residue was purified through silica gel column chromatography (hexane/ethyl acetate), thereby obtaining the subject compound (95.7 mg) as a yellow oily substance.